From a dataset of the Open Reaction Database (ORD), a public repository of structured organic reaction records. describe an organic reaction: reactants, conditions, products, and yield The reactants are C(C1=CC=CC=C1)NC1=CC=CC=C1 (Benzylaniline), CC(=O)O (AcOH), [BH3-]C#N.[Na+] (NaBH3CN), ClC=1C=C(N)C=CC1F (3-chloro-4-fluoroaniline). Run in CO (MeOH). Run at temperature 23 celsius, time 18 hour. Product: C(C1=CC=CC=C1)NC1=CC(=C(C=C1)F)Cl (N-benzyl-3-chloro 4-fluoroaniline). RXN SMILES: [CH2:1](NC1C=CC=CC=1)[C:2]1[CH:7]=[CH:6][CH:5]=[CH:4][CH:3]=1.CC(O)=O.[BH3-]C#N.[Na+].[Cl:23][C:24]1[CH:25]=[C:26]([CH:28]=[CH:29][C:30]=1[F:31])[NH2:27]>CO>[CH2:1]([NH:27][C:26]1[CH:28]=[CH:29][C:30]([F:31])=[C:24]([Cl:23])[CH:25]=1)[C:2]1[CH:7]=[CH:6][CH:5]=[CH:4][CH:3]=1 |f:2.3|. Procedure: Benzylaniline (3.69 g, 34.8 mmol), AcOH (1.11 mL), and NaBH3CN were added to a solution of 3-chloro-4-fluoroaniline (5.07 g, 34.8 mmol) in MeOH (200 mL) containing molecular sieves. The resulting mixture was stirred at 23° C. for 18 h. Sieves were removed by filtration and the filtrate was concentrated. The residue was partitioned between saturated aqueous sodium bicarbonate solution (100 mL) and CH2Cl2 (50 mL, 2×20 mL). The combined organic extracts were dried over MgSO4 and concentrated. The r... Reactants: ClC1=CC=C(OCC(C(CCCl)(C)C)=O)C=C1 (1-(4-chlorophenoxy)-5-chloro-3,3-dimethyl-2-pentanone), BrBr (bromine). Solvent: C(Cl)Cl (methylene chloride). Reaction conditions: time 1 hour. Yields the product BrC(C(C(CCCl)(C)C)=O)OC1=CC=C(C=C1)Cl (1-bromo-1-(4-chlorophenoxy)-5-chloro-3,3-dimethyl-2-pentanone). RXN SMILES: [Cl:1][C:2]1[CH:17]=[CH:16][C:5]([O:6][CH2:7][C:8](=[O:15])[C:9]([CH3:14])([CH3:13])[CH2:10][CH2:11][Cl:12])=[CH:4][CH:3]=1.[Br:18]Br>C(Cl)Cl>[Br:18][CH:7]([O:6][C:5]1[CH:4]=[CH:3][C:2]([Cl:1])=[CH:17][CH:16]=1)[C:8](=[O:15])[C:9]([CH3:13])([CH3:14])[CH2:10][CH2:11][Cl:12]. Reported procedure: 136 g (0.5 mol) of 1-(4-chlorophenoxy)-5-chloro-3,3-dimethyl-2-pentanone are dissolved in 1000 ml of methylene chloride. 79.9 g (1 mol) of bromine are added dropwise at room temperature such that the solution is always decolorized. The reaction mixture is then subsequently stirred at room temperature for 1 hour and is concentrated by distilling off the solvent. A quantitative yield, that is to say 177 g, of 1-bromo-1-(4-chlorophenoxy)-5-chloro-3,3-dimethyl-2-pentanone is obtained, and is further... Reactants: ClC1=CC=C2C=CC(=NC2=C1)CN1N=NC(=C1)C(=O)NCC=1C(=CC(=NC1C)NC(OC(C)(C)C)=O)C (tert-butyl (5-((1-((7-chloroquinolin-2-yl)methyl)-1H-1,2,3-triazole-4-carboxamido)methyl)-4,6-dimethylpyridin-2-yl)carbamate), C(=O)(C(F)(F)F)O (TFA). Run in C(Cl)Cl (DCM). Conditions: temperature 23 celsius, time 8 hour. The product is NC1=CC(=C(C(=N1)C)CNC(=O)C=1N=NN(C1)CC1=NC2=CC(=CC=C2C=C1)Cl)C (N-((6-amino-2,4-dimethylpyridin-3-yl)methyl)-1-((7-chloroquinolin-2-yl)methyl)-1H-1,2,3-triazole-4-carboxamide). RXN SMILES: [Cl:1][C:2]1[CH:11]=[C:10]2[C:5]([CH:6]=[CH:7][C:8]([CH2:12][N:13]3[CH:17]=[C:16]([C:18]([NH:20][CH2:21][C:22]4[C:23]([CH3:37])=[CH:24][C:25]([NH:29]C(=O)OC(C)(C)C)=[N:26][C:27]=4[CH3:28])=[O:19])[N:15]=[N:14]3)=[N:9]2)=[CH:4][CH:3]=1.C(O)(C(F)(F)F)=O>C(Cl)Cl>[NH2:29][C:25]1[N:26]=[C:27]([CH3:28])[C:22]([CH2:21][NH:20][C:18]([C:16]2[N:15]=[N:14][N:13]([CH2:12][C:8]3[CH:7]=[CH:6][C:5]4[C:10](=[CH:11][C:2]([Cl:1])=[CH:3][CH:4]=4)[N:9]=3)[CH:17]=2)=[O:19])=[C:23]([CH3:37])[CH:24]=1. Procedure details: To a solution of tert-butyl (5-((1-((7-chloroquinolin-2-yl)methyl)-1H-1,2,3-triazole-4-carboxamido)methyl)-4,6-dimethylpyridin-2-yl)carbamate (46.7 mg, 0.089 mmol) in DCM (0.6 ml) was added TFA (0.138 ml, 1.789 mmol). Reaction mixture was stirred overnight at 23° C. Reactants: Cc1ccc(C)c(O)c1, O, O=[N+]([O-])O. Yields the product Cc1ccc(C)c([N+](=O)[O-])c1O. RXN SMILES: [CH3:1][c:2]1[c:3]([OH:9])[cH:4][c:5]([CH3:8])[cH:6][cH:7]1.[OH2:14].[OH:10][N+:11]([O-:12])=[O:13]>>[CH3:1][c:2]1[c:3]([OH:9])[c:4]([N+:11](=[O:10])[O-:12])[c:5]([CH3:8])[cH:6][cH:7]1. The reactants are COc1ccc(CN(Cc2ccc(OC)cc2)c2ncc(-c3nc(N4CCOCC4)nc4c3CCN4)cn2)cc1, CC(C)c1ccccc1N, COc1ccc(CN(Cc2ccc(OC)cc2)c2ncc(-c3nc(N4CCOCC4)nc4c3CCN4C(=O)Nc3ccccc3C(C)C)cn2)cc1. Yields the product CC(C)c1ccccc1NC(=O)N1CCc2c(-c3cnc(N)nc3)nc(N3CCOCC3)nc21. Reaction SMILES: [CH3:1][O:2][c:3]1[cH:4][cH:5][c:6]([CH2:7][N:8]([CH2:9][c:10]2[cH:11][cH:12][c:13]([O:14][CH3:15])[cH:16][cH:17]2)[c:18]2[n:19][cH:20][c:21](-[c:22]3[c:23]4[c:27]([n:28][c:29]([N:30]5[CH2:31][CH2:32][O:33][CH2:34][CH2:35]5)[n:36]3)[NH:26][CH2:25][CH2:24]4)[cH:37][n:38]2)[cH:39][cH:40]1.[CH:41]([c:42]1[cH:43][cH:44][cH:45][cH:46][c:47]1[NH2:48])([CH3:49])[CH3:50].[CH:51]([CH3:52])([CH3:53])[c:54]1[c:55]([NH:60][C:61](=[O:62])[N:63]2[CH2:64][CH2:65][c:66]3[c:67]2[n:68][c:69]([N:97]2[CH2:98][CH2:99][O:100][CH2:101][CH2:102]2)[n:70][c:71]3-[c:72]2[cH:73][n:74][c:75]([N:78]([CH2:79][c:80]3[cH:81][cH:82][c:83]([O:84][CH3:85])[cH:86][cH:87]3)[CH2:88][c:89]3[cH:90][cH:91][c:92]([O:93][CH3:94])[cH:95][cH:96]3)[n:76][cH:77]2)[cH:56][cH:57][cH:58][cH:59]1>>[CH:51]([CH3:52])([CH3:53])[c:54]1[c:55]([NH:60][C:61](=[O:62])[N:63]2[CH2:64][CH2:65][c:66]3[c:67]2[n:68][c:69]([N:97]2[CH2:98][CH2:99][O:100][CH2:101][CH2:102]2)[n:70][c:71]3-[c:72]2[cH:73][n:74][c:75]([NH2:78])[n:76][cH:77]2)[cH:56][cH:57][cH:58][cH:59]1. The reactants are Aluminium triisopropyl oxide, O (water), [Si](C)(C)(C(C)(C)C)OC[C@H](C)CCC[C@@H](C)[C@H]1CC[C@H]2[C@@H]3CC=C4C[C@H](CC[C@]4(C)[C@H]3CC[C@]12C)O ((25R)-26-(tert-butyldimethylsilyloxy)cholest-5-en-3β-ol), CN1C(CCCC1)=O (1-methylpiperidone). The solvent is C1(=CC=CC=C1)C (toluene), C1(=CC=CC=C1)C (toluene). Product: [Si](C)(C)(C(C)(C)C)OC[C@H](C)CCC[C@@H](C)[C@H]1CC[C@H]2[C@@H]3CCC4=CC(CC[C@]4(C)[C@H]3CC[C@]12C)=O ((25R)-26-(tert-Butyldimethylsilyloxy)-cholest-4-en-3-one). Yield: 85.0%. RXN SMILES: [Si:1]([O:8][CH2:9][C@@H:10]([CH2:12][CH2:13][CH2:14][C@H:15]([C@@H:17]1[C@:34]2([CH3:35])[C@H:20]([C@H:21]3[C@H:31]([CH2:32][CH2:33]2)[C@:29]2([CH3:30])[C:24]([CH2:25][C@@H:26]([OH:36])[CH2:27][CH2:28]2)=[CH:23][CH2:22]3)[CH2:19][CH2:18]1)[CH3:16])[CH3:11])([C:4]([CH3:7])([CH3:6])[CH3:5])([CH3:3])[CH3:2].CN1CCCCC1=O.O>C1(C)C=CC=CC=1>[Si:1]([O:8][CH2:9][C@@H:10]([CH2:12][CH2:13][CH2:14][C@H:15]([C@@H:17]1[C@:34]2([CH3:35])[C@H:20]([C@H:21]3[C@H:31]([CH2:32][CH2:33]2)[C@:29]2([CH3:30])[C:24](=[CH:25][C:26](=[O:36])[CH2:27][CH2:28]2)[CH2:23][CH2:22]3)[CH2:19][CH2:18]1)[CH3:16])[CH3:11])([C:4]([CH3:5])([CH3:6])[CH3:7])([CH3:3])[CH3:2]. Procedure details: A mixture of (25R)-26-(tert-butyldimethylsilyloxy)cholest-5-en-3β-ol (7.4g, 14.3mmol) and 1-methylpiperidone (55 mL) in toluene (550 mL) was heated to reflux temperature and 100ml toluene was distilled off. Aluminium triisopropyl oxide (15 g, 1377 mmol) was then added portionwise over 10 minutes and the whole heated at refux for 4 hours. After cooling, water (300 mL) was added and the aqueous layer separated and extracted with diethyl ether (5×100 mL). The combined organic layers were washed wit...